This data is from the Open Reaction Database (ORD), a public repository of structured organic reaction records. The task is: describe an organic reaction: reactants, conditions, products, and yield The reactants are NC(=O)c1ncn2c1C1CCN1C(=O)c1c(Cl)cccc1-2, O=C(OC(=O)C(F)(F)F)C(F)(F)F, C1COCCO1, O, c1ccncc1. Yields the product N#Cc1ncn2c1C1CCN1C(=O)c1c(Cl)cccc1-2. RXN SMILES: [Cl:1][c:2]1[cH:3][cH:4][cH:5][c:6]2[c:7]1[C:8](=[O:21])[N:9]1[CH:10]([c:11]3[n:12]-2[cH:13][n:14][c:15]3[C:16](=[O:17])[NH2:18])[CH2:19][CH2:20]1.[F:22][C:23]([F:24])([F:25])[C:26]([O:27][C:28](=[O:29])[C:30]([F:31])([F:32])[F:33])=[O:34].[O:36]1[CH2:37][CH2:38][O:39][CH2:40][CH2:41]1.[OH2:35].[cH:42]1[cH:43][cH:44][n:45][cH:46][cH:47]1>>[Cl:1][c:2]1[cH:3][cH:4][cH:5][c:6]2[c:7]1[C:8](=[O:21])[N:9]1[CH:10]([c:11]3[n:12]-2[cH:13][n:14][c:15]3[C:16]#[N:18])[CH2:19][CH2:20]1. Yields the product ClC1=C(C=C(C=C1)C1=CC(=CC(=C1)C(C(=O)O)CC(C)C)C1=CC=C(C=C1)C(F)(F)F)F (2-(4-Chloro-3-fluoro-4″-trifluoromethyl-[1,1′;3′,1″]terphenyl-5′-yl)-4-methyl-pentanoic acid). Procedure details: The title compound was prepared from a Suzuki coupling of 4-Methyl-2-(5-trifluoromethanesulfonyloxy-4′-trifluoromethyl-biphenyl-3-yl)-pentanoic acid ethyl ester (intermediate Example 1g) with 4-chloro-3-fluoro-phenylboronic acid under the conditions described in Example 1; 1H NMR (400 MHz, CHLOROFORM-D) δ ppm 0.88-0.99 (m, 6H), 1.58 (dt, J=13.21, 6.60 Hz, 1H), 1.77 (ddd, J=13.69, 7.21, 6.97 Hz, 1H), 2.07 (ddd, J=13.57, 7.83, 7.70 Hz, 1H), 3.82 (t, J=7.83 Hz, 1H), 7.33-7.43 (m, 2H), 7.45-7.50 (m,... Starting materials: C(C)OC(C(CC(C)C)C=1C=C(C=C(C1)OS(=O)(=O)C(F)(F)F)C1=CC=C(C=C1)C(F)(F)F)=O (4-Methyl-2-(5-trifluoromethanesulfonyloxy-4′-trifluoromethyl-biphenyl-3-yl)-pentanoic acid ethyl ester), ClC1=C(C=C(C=C1)B(O)O)F (4-chloro-3-fluoro-phenylboronic acid). RXN SMILES: C([O:3][C:4](=[O:34])[CH:5]([C:10]1[CH:11]=[C:12]([C:24]2[CH:29]=[CH:28][C:27]([C:30]([F:33])([F:32])[F:31])=[CH:26][CH:25]=2)[CH:13]=[C:14](OS(C(F)(F)F)(=O)=O)[CH:15]=1)[CH2:6][CH:7]([CH3:9])[CH3:8])C.[Cl:35][C:36]1[CH:41]=[CH:40][C:39](B(O)O)=[CH:38][C:37]=1[F:45]>>[Cl:35][C:36]1[CH:41]=[CH:40][C:39]([C:14]2[CH:15]=[C:10]([CH:5]([CH2:6][CH:7]([CH3:9])[CH3:8])[C:4]([OH:34])=[O:3])[CH:11]=[C:12]([C:24]3[CH:25]=[CH:26][C:27]([C:30]([F:31])([F:32])[F:33])=[CH:28][CH:29]=3)[CH:13]=2)=[CH:38][C:37]=1[F:45]. Starting materials: C, CCOC(C)=O, Cn1c(C(F)(F)F)cc(=O)n(-c2cc(Oc3cccc(OCc4ccccc4)n3)c(Cl)cc2F)c1=O, [Pd]. The product is Cn1c(C(F)(F)F)cc(=O)n(-c2cc(Oc3cccc(=O)[nH]3)c(Cl)cc2F)c1=O. Reaction SMILES: [C:37].[CH3:39][CH2:40][O:41][C:42](=[O:43])[CH3:44].[Cl:1][c:2]1[c:3]([O:4][c:5]2[n:6][c:7]([O:11][CH2:12][c:13]3[cH:14][cH:15][cH:16][cH:17][cH:18]3)[cH:8][cH:9][cH:10]2)[cH:19][c:20](-[n:24]2[c:25](=[O:36])[n:26]([CH3:35])[c:27]([C:31]([F:32])([F:33])[F:34])[cH:28][c:29]2=[O:30])[c:21]([F:23])[cH:22]1.[Pd:38]>>[Cl:1][c:2]1[c:3]([O:4][c:5]2[nH:6][c:7](=[O:11])[cH:8][cH:9][cH:10]2)[cH:19][c:20](-[n:24]2[c:25](=[O:36])[n:26]([CH3:35])[c:27]([C:31]([F:32])([F:33])[F:34])[cH:28][c:29]2=[O:30])[c:21]([F:23])[cH:22]1. The reactants are FC(C1=CC(=CC=C1)O)(F)F (α,α,α-trifluoro-m-cresol), BrCC(=O)OCC (ethyl bromoacetate), C([O-])([O-])=O.[K+].[K+] (potassium carbonate). The solvent is CC(=O)C (acetone). Run at time 18 hour. Product: C(C)OC(COC1=CC(=CC=C1)C(F)(F)F)=O (ethyl-m-trifluoromethylphenoxy-acetate). Yield: 80.8%. RXN SMILES: [F:1][C:2]([F:11])([F:10])[C:3]1[CH:8]=[CH:7][CH:6]=[C:5]([OH:9])[CH:4]=1.Br[CH2:13][C:14]([O:16][CH2:17][CH3:18])=[O:15].C(=O)([O-])[O-].[K+].[K+]>CC(C)=O>[CH2:17]([O:16][C:14](=[O:15])[CH2:13][O:9][C:5]1[CH:6]=[CH:7][CH:8]=[C:3]([C:2]([F:10])([F:11])[F:1])[CH:4]=1)[CH3:18] |f:2.3.4|. Procedure details: A mixture of 100 g (0.618 mole) of α,α,α-trifluoro-m-cresol, 106 g (0.632 mole) of ethyl bromoacetate, 87.5 g (0.632 mole) of potassium carbonate, and 1500 ml of acetone is stirred at reflux for 4 hours, and at room temperature for 18 hours. The mixture is filtered, evaporated under vacuum on a rotorary evaporator at 45° C. and at 85° C. (0.1 mm) to remove excess ethyl bromoacetate. The reaction mixture is taken up in 500 ml of ether, washed three times with 100 ml each of 0.1 M potassium carbon...